describe an organic reaction: reactants, conditions, products, and yield From a dataset of the Open Reaction Database (ORD), a public repository of structured organic reaction records. Reactants: C1(CCCC1)OC=1C=C(C=CC(=O)O)C=CC1OC (3-cyclopentyloxy-4-methoxycinnamic acid), O.NN (hydrazine hydrate). The solvent is C1(=CC=CC=C1)C (toluene). The product is C1(CCCC1)OC=1C=C(C=CC1OC)C1CC(NN1)=O (5-[3-(Cyclopentyloxy)-4-methoxyphenyl]-3-pyrazolidinone). Yield: 60.1%. Reaction SMILES: [CH:1]1([O:6][C:7]2[CH:8]=[C:9]([CH:15]=[CH:16][C:17]=2[O:18][CH3:19])[CH:10]=[CH:11][C:12](O)=[O:13])[CH2:5][CH2:4][CH2:3][CH2:2]1.O.[NH2:21][NH2:22]>C1(C)C=CC=CC=1>[CH:1]1([O:6][C:7]2[CH:8]=[C:9]([CH:10]3[NH:22][NH:21][C:12](=[O:13])[CH2:11]3)[CH:15]=[CH:16][C:17]=2[O:18][CH3:19])[CH2:5][CH2:4][CH2:3][CH2:2]1 |f:1.2|. Procedure: To a suspension of 3-cyclopentyloxy-4-methoxycinnamic acid (7.9 g, mmol) in toluene (25 ml) is added hydrazine hydrate (2.91 n-A, 60 mmol). The reaction mixture is heated to 100° (bath temperature) for 24 hours. Toluene is partially removed and ether carefully added, and the product allowed to crystallize. The solid is filtered to give crude product (6 g). A crystallization from chlorofom-hexane gives the pure product (5 g) m.p. 185°-186°. 1H NMR (CDCl3) δ 7.02 (1H, s, NH--CO), 6.88 (3H, m, arom... The reactants are OCCCS(=O)(=O)C1=CC=C(S1)S(=O)(=O)N (5-(3-hydroxypropanesulfonyl)thiophene-2-sulfonamide), N1=CC=CC=C1 (pyridine), C(C)(=O)Cl (acetyl chloride). The solvent is C1CCOC1 (THF). Run at time 18 hour. Product: C(C)(=O)OCCCS(=O)(=O)C1=CC=C(S1)S(=O)(=O)N (5-(3-acetyloxypropanesulfonyl)thiophene-2-sulfonamide). RXN SMILES: [OH:1][CH2:2][CH2:3][CH2:4][S:5]([C:8]1[S:12][C:11]([S:13]([NH2:16])(=[O:15])=[O:14])=[CH:10][CH:9]=1)(=[O:7])=[O:6].N1C=CC=CC=1.[C:23](Cl)(=[O:25])[CH3:24]>C1COCC1>[C:23]([O:1][CH2:2][CH2:3][CH2:4][S:5]([C:8]1[S:12][C:11]([S:13]([NH2:16])(=[O:15])=[O:14])=[CH:10][CH:9]=1)(=[O:7])=[O:6])(=[O:25])[CH3:24]. Procedure details: To a solution of 5-(3-hydroxypropanesulfonyl)thiophene-2-sulfonamide (1.2 g, 4.2 mmol) in 75 ml of THF was added 0.5 ml of pyridine and 0.5 ml of acetyl chloride. The reaction mixture was stirred for 18 hours at room temperature. The reaction mixture was filtered and the filtrate was concentrated under vacuum. The oily residue was dissolved in ethyl acetate and the ethyl acetate was washed with aqueous sodium bicarbonate solution and then brine. After drying over sodium sulfate the ethyl acetate...